From a dataset of the Open Reaction Database (ORD), a public repository of structured organic reaction records. describe an organic reaction: reactants, conditions, products, and yield The reactants are COC1=CC=C(C=C1)N1C=C(C2=CC=CC=C12)CC(C)=O (1-(4-methoxyphenyl)-3-(2-oxopropyl)indole), COC1=CC=C(C=C1)I (4-methoxyiodobenzene), [H][H] (hydrogen). The reagents and catalysts are [Ni] (Raney nickel). Run in C(C)O (ethanol), C(C)(=O)O (acetic acid), C(C)OCC (diethyl ether). Reaction conditions: time 8 hour. The product is COC1=CC=C(C=C1)N1C=C(C2=CC=CC=C12)CC(C)O (1-(4-methoxyphenyl)-3-(2-hydroxypropyl)indole). RXN SMILES: [CH3:1][O:2][C:3]1[CH:8]=[CH:7][C:6]([N:9]2[C:17]3[C:12](=[CH:13][CH:14]=[CH:15][CH:16]=3)[C:11]([CH2:18][C:19](=[O:21])[CH3:20])=[CH:10]2)=[CH:5][CH:4]=1.COC1C=CC(I)=CC=1.[H][H]>C(O)C.[Ni].C(O)(=O)C.C(OCC)C>[CH3:1][O:2][C:3]1[CH:8]=[CH:7][C:6]([N:9]2[C:17]3[C:12](=[CH:13][CH:14]=[CH:15][CH:16]=3)[C:11]([CH2:18][CH:19]([OH:21])[CH3:20])=[CH:10]2)=[CH:5][CH:4]=1. Procedure: 5.6 G (0.02 mole) of 1-(4-methoxyphenyl)-3-(2-oxopropyl)indole, prepared as described in example 1 but using 4-methoxyiodobenzene instead of iodobenzene are dissolved in 50 ml of anhydrous ethanol in a 200 ml autoclave. 2 g of Raney nickel are added. The autoclave is brought to a pressure of 50 kg of hydrogen and heat is applied at 100° for 8 hours at this pressure. The reaction medium is taken to dryness and the residue dissolved in normal acetic acid in the presence of diethyl ether. The organ... The reactants are crude product, F[C@H]1C[C@H](N(C1)C(=O)OC(C)(C)C)C(=O)OC (1-tert-Butyl 2-methyl (2S,4S)-4-fluoro-1,2-pyrrolidinedicarboxylate), [OH-].[Na+] (NaOH). Solvent: CO (methanol). Yields the product C(C)(C)(C)OC(=O)N1[C@@H](C[C@@H](C1)F)C(=O)O ((2S,4S)-1-(tert-butoxycarbonyl)-4-fluoro-2-pyrrolidinecarboxylic acid). As a reaction SMILES: [F:1][C@@H:2]1[CH2:6][N:5]([C:7]([O:9][C:10]([CH3:13])([CH3:12])[CH3:11])=[O:8])[C@H:4]([C:14]([O:16]C)=[O:15])[CH2:3]1.[OH-].[Na+]>CO>[C:10]([O:9][C:7]([N:5]1[CH2:6][C@@H:2]([F:1])[CH2:3][C@H:4]1[C:14]([OH:16])=[O:15])=[O:8])([CH3:13])([CH3:11])[CH3:12] |f:1.2|. Procedure: The crude product of 1-tert-butyl 2-methyl (2S,4S)-4-fluoro-1,2-pyrrolidinedicarboxylate obtained in Example 7-6 (127.5 g) was dissolved in methanol (400 mL) and then 1N NaOH (800 mL) was added at room temperature. Yields the product C(C1=CC=CC=C1)N1C(C(C2=CC=CC=C12)(NC(=O)NC1=CC=C(C=C1)C)CC(=O)O)=O ((RS)-1-benzyl-3-(hydroxycarbonylmethyl)-3-(N'-(4-methylphenyl)ureido)indolin-2-one). Reaction conditions: time 15 minute. RXN SMILES: [OH:1][C:2]([CH2:4][C:5]1([NH:15][C:16]([NH:18][C:19]2[CH:24]=[CH:23][C:22]([CH3:25])=[CH:21][CH:20]=2)=[O:17])[C:13]2[C:8](=[CH:9][CH:10]=[CH:11][CH:12]=2)[NH:7][C:6]1=[O:14])=[O:3].[H-].[Na+].[CH2:28](Br)[C:29]1[CH:34]=[CH:33][CH:32]=[CH:31][CH:30]=1.[Cl-].[Na+]>CS(C)=O>[CH2:28]([N:7]1[C:8]2[C:13](=[CH:12][CH:11]=[CH:10][CH:9]=2)[C:5]([CH2:4][C:2]([OH:1])=[O:3])([NH:15][C:16]([NH:18][C:19]2[CH:24]=[CH:23][C:22]([CH3:25])=[CH:21][CH:20]=2)=[O:17])[C:6]1=[O:14])[C:29]1[CH:34]=[CH:33][CH:32]=[CH:31][CH:30]=1 |f:1.2,4.5|. Starting materials: C(C1=CC=CC=C1)Br (benzyl bromide), [Cl-].[Na+] (sodium chloride), OC(=O)CC1(C(NC2=CC=CC=C12)=O)NC(=O)NC1=CC=C(C=C1)C ((RS)-3-(hydroxycarbonylmethyl)-3-(N'-(4-methylphenyl)ureido)indolin-2-one), solution, [H-].[Na+] (sodium hydride). Procedure details: To a solution of 0.404 g of (RS)-3-(hydroxycarbonylmethyl)-3-(N'-(4-methylphenyl)ureido)indolin-2-one in 20 ml of dry dimethyl sulfoxide was added 2.5 ml of a 1M solution of sodium hydride in dry dimethyl sulfoxide at room temperature under a nitrogen atmosphere. After stirring the mixture for 15 minutes, 0.19 ml of benzyl bromide was added thereto, followed by stirring at the same temperature for 30 minutes. The reaction mixture was poured into an aqueous solution of sodium chloride and extract... Solvent: CS(=O)C (dimethyl sulfoxide), CS(=O)C (dimethyl sulfoxide). Reactants: NC1CCC2=CC=CC=C12 (Racemic 1-aminoindan), C([O-])([O-])=O.[K+].[K+] (potassium carbonate), C(C#C)Cl (propargyl chloride). Solvent: C(C)#N (acetonitrile). Run at temperature 60 celsius. Yields the product Cl.C(C#C)NC1CCC2=CC=CC=C12 (Racemic N-propargyl-1-aminoindan hydrochloride). RXN SMILES: [NH2:1][CH:2]1[C:10]2[C:5](=[CH:6][CH:7]=[CH:8][CH:9]=2)[CH2:4][CH2:3]1.C(=O)([O-])[O-].[K+].[K+].[CH2:17]([Cl:20])[C:18]#[CH:19]>C(#N)C>[ClH:20].[CH2:19]([NH:1][CH:2]1[C:10]2[C:5](=[CH:6][CH:7]=[CH:8][CH:9]=2)[CH2:4][CH2:3]1)[C:18]#[CH:17] |f:1.2.3,6.7|. Procedure details: Racemic 1-aminoindan (10.0 g) and 10.4 g of potassium carbonate were added to 75 ml of acetonitrile. The resulting suspension was heated to 60° C. and 4.5 g of propargyl chloride were added dropwise. Starting materials: CSCS(C)=O, CCO, CO, CSC(=Cc1ccc(Cl)s1)S(C)=O, Cl, [K+], [OH-]. Yields the product CCOC(=O)Cc1ccc(Cl)s1. Reaction SMILES: [CH3:1][S:2]([CH2:3][S:4][CH3:5])=[O:6].[CH3:23][CH2:24][OH:25].[CH3:26][OH:27].[Cl:9][c:10]1[s:11][c:12]([CH:15]=[C:16]([S:17]([CH3:18])=[O:19])[S:20][CH3:21])[cH:13][cH:14]1.[ClH:22].[K+:8].[OH-:7]>>[O:7]=[C:16]([CH2:15][c:12]1[s:11][c:10]([Cl:9])[cH:14][cH:13]1)[O:25][CH2:24][CH3:23]. The reactants are C(C)(C)(C)OC(N(CC1C(CNCC1)C1=CC=CC=C1)[C@H](C)C1=CC=CC2=CC=CC=C12)=O (tert-butyl[(1R)-1-(1-naphthyl)ethyl][(3-phenylpiperidin-4-yl)methyl]carbamate), O1C=C(C=C1)C=O (3-furaldehyde), [N-]=C=O (Isocyanate), C(C)(=O)O[BH-](OC(C)=O)OC(C)=O (Triacetoxyborohydride). Solvent: CN(C)C=O (DMF), C(C)(=O)O (acetic acid). Conditions: time 8 hour. The product is O1C=C(C=C1)CN1CC(C(CC1)CN(C(OC(C)(C)C)=O)[C@H](C)C1=CC=CC2=CC=CC=C12)C1=CC=CC=C1 (tert-butyl {[1-(3-furylmethyl)-3-phenylpiperidin-4-yl]methyl}[(1R)-1-(1-naphthyl)ethyl]carbamate). RXN SMILES: [C:1]([O:5][C:6](=[O:33])[N:7]([C@@H:21]([C:23]1[C:32]2[C:27](=[CH:28][CH:29]=[CH:30][CH:31]=2)[CH:26]=[CH:25][CH:24]=1)[CH3:22])[CH2:8][CH:9]1[CH2:14][CH2:13][NH:12][CH2:11][CH:10]1[C:15]1[CH:20]=[CH:19][CH:18]=[CH:17][CH:16]=1)([CH3:4])([CH3:3])[CH3:2].[O:34]1[CH:38]=[CH:37][C:36]([CH:39]=O)=[CH:35]1.C(O[BH-](OC(=O)C)OC(=O)C)(=O)C.[N-]=C=O>CN(C=O)C.C(O)(=O)C>[O:34]1[CH:38]=[CH:37][C:36]([CH2:39][N:12]2[CH2:13][CH2:14][CH:9]([CH2:8][N:7]([C@@H:21]([C:23]3[C:32]4[C:27](=[CH:28][CH:29]=[CH:30][CH:31]=4)[CH:26]=[CH:25][CH:24]=3)[CH3:22])[C:6](=[O:33])[O:5][C:1]([CH3:2])([CH3:3])[CH3:4])[CH:10]([C:15]3[CH:16]=[CH:17][CH:18]=[CH:19][CH:20]=3)[CH2:11]2)=[CH:35]1. Procedure details: To a mixture of 13.3 mg of tert-butyl[(1R)-1-(1-naphthyl)ethyl][(3-phenylpiperidin-4-yl)methyl]carbamate, 3.4 mg of 3-furaldehyde, 0.050 mL of acetic acid, and 0.5 mL of DMF was added 75 mg of MP-Triacetoxyborohydride (Argonaut Technologies, USA) at room temperature, followed by stirring overnight. To the reaction mixture was added 50 mg of PS-Isocyanate (Argonaut Technologies, USA) at room temperature, followed by stirring for 2 hours, and the reaction mixture was filtered. The filtrate was con... Reactants: NC1=CC=C(C=N1)C1CN(CC1)C(=O)OC(C)(C)C (Tert-butyl 3-(6-aminopyridin-3-yl)pyrrolidine-1-carboxylate), C([O-])([O-])=O.[Cs+].[Cs+] (cesium carbonate), BrC=1C(N(N=C(C1)Cl)C)=O (4-bromo-6-chloro-2-methylpyridazin-3(2H)-one), C1(=CC=CC=C1)P(C1=CC=CC=2C(C3=CC=CC(=C3OC12)P(C1=CC=CC=C1)C1=CC=CC=C1)(C)C)C1=CC=CC=C1 (4,5-bis(diphenylphosphino)-9,9-dimethylxanthene). Reagents/catalysts: C=1C=CC(=CC1)/C=C/C(=O)/C=C/C2=CC=CC=C2.C=1C=CC(=CC1)/C=C/C(=O)/C=C/C2=CC=CC=C2.C=1C=CC(=CC1)/C=C/C(=O)/C=C/C2=CC=CC=C2.[Pd].[Pd] (tris(dibenzylideneacetone)dipalladium(0)). Run in O1CCOCC1 (dioxane). Conditions: temperature 100 celsius. The product is ClC=1C=C(C(N(N1)C)=O)NC1=CC=C(C=N1)C1CN(CC1)C(=O)OC(C)(C)C (tert-butyl 3-(6-(6-chloro-2-methyl-3-oxo-2,3-dihydropyridazin-4-ylamino)pyridin-3-yl)pyrrolidine-1-carboxylate). The yield is 50.0%. As a reaction SMILES: [NH2:1][C:2]1[N:7]=[CH:6][C:5]([CH:8]2[CH2:12][CH2:11][N:10]([C:13]([O:15][C:16]([CH3:19])([CH3:18])[CH3:17])=[O:14])[CH2:9]2)=[CH:4][CH:3]=1.Br[C:21]1[C:22](=[O:29])[N:23]([CH3:28])[N:24]=[C:25]([Cl:27])[CH:26]=1.C1(P(C2C=CC=CC=2)C2C3OC4C(=CC=CC=4P(C4C=CC=CC=4)C4C=CC=CC=4)C(C)(C)C=3C=CC=2)C=CC=CC=1.C(=O)([O-])[O-].[Cs+].[Cs+]>O1CCOCC1.C1C=CC(/C=C/C(/C=C/C2C=CC=CC=2)=O)=CC=1.C1C=CC(/C=C/C(/C=C/C2C=CC=CC=2)=O)=CC=1.C1C=CC(/C=C/C(/C=C/C2C=CC=CC=2)=O)=CC=1.[Pd].[Pd]>[Cl:27][C:25]1[CH:26]=[C:21]([NH:1][C:2]2[N:7]=[CH:6][C:5]([CH:8]3[CH2:12][CH2:11][N:10]([C:13]([O:15][C:16]([CH3:19])([CH3:18])[CH3:17])=[O:14])[CH2:9]3)=[CH:4][CH:3]=2)[C:22](=[O:29])[N:23]([CH3:28])[N:24]=1 |f:3.4.5,7.8.9.10.11|. Procedure details: Tert-butyl 3-(6-aminopyridin-3-yl)pyrrolidine-1-carboxylate (422 mg, 1.6 mmol, Eq: 1.00), 4-bromo-6-chloro-2-methylpyridazin-3(2H)-one (430 mg, 1.92 mmol, Eq: 1.20), 4,5-bis(diphenylphosphino)-9,9-dimethylxanthene (139 mg, 240 μmol, Eq: 0.15), cesium carbonate (1.57 g, 4.81 mmol, Eq: 3) and tris(dibenzylideneacetone)dipalladium(0) (73.4 mg, 80.1 μmol, Eq: 0.05) were combined in dioxane (10 ml). The solution was degassed with Ar for 10 min. The mixture was heated at 100° C. for 18 h. The solution... The reactants are ClC(Cl)(Cl)Cl, COC(=O)C(C)C(=O)CN1C(=O)CC1SC, Cl. Product: COC(=O)C(C)C(=O)CN1C(=O)CC1Cl. As a reaction SMILES: [C:18]([Cl:19])([Cl:20])([Cl:21])[Cl:22].[CH3:1][S:2][CH:3]1[CH2:4][C:5](=[O:16])[N:6]1[CH2:7][C:8]([CH:9]([C:10](=[O:11])[O:12][CH3:13])[CH3:14])=[O:15].[Cl:17]>>[CH:3]1([Cl:19])[CH2:4][C:5](=[O:16])[N:6]1[CH2:7][C:8]([CH:9]([C:10](=[O:11])[O:12][CH3:13])[CH3:14])=[O:15]. The reactants are O=C([O-])[O-], FC(F)Cl, O=c1c(I)c(-c2ccccc2)oc2c(=O)[nH]ccc12, [K+], [K+], CN(C)C=O. Product: O=c1c(I)c(-c2ccccc2)oc2c(OC(F)F)nccc12. As a reaction SMILES: [C:24](=[O:25])([O-:26])[O-:27].[Cl:1][CH:2]([F:3])[F:4].[I:5][c:6]1[c:7](=[O:23])[c:8]2[c:9]([c:10](=[O:14])[nH:11][cH:12][cH:13]2)[o:15][c:16]1-[c:17]1[cH:18][cH:19][cH:20][cH:21][cH:22]1.[K+:28].[K+:29].[O:30]=[CH:31][N:32]([CH3:33])[CH3:34]>>[CH:2]([F:3])([F:4])[O:14][c:10]1[c:9]2[c:8]([c:7](=[O:23])[c:6]([I:5])[c:16](-[c:17]3[cH:18][cH:19][cH:20][cH:21][cH:22]3)[o:15]2)[cH:13][cH:12][n:11]1. The reactants are C(C)OC1=C(C=CC=C1)OCC (1,2-diethoxybenzene), C1([C@H]2[C@@H](C(=O)O1)CCCC2)=O (cis-hexahydrophthalic anhydride), compound A. Product: C(C)OC=1C=C(C(=O)[C@@H]2[C@@H](CCCC2)C(=O)O)C=CC1OCC (2-(3,4-Diethoxybenzoyl)[cis]cyclohexanecarboxylic Acid). Procedure: Prepared from 1,2-diethoxybenzene and cis-hexahydrophthalic anhydride as described for compound A. M.p.: low melting solid. As a reaction SMILES: [CH2:1]([O:3][C:4]1[CH:9]=[CH:8][CH:7]=[CH:6][C:5]=1[O:10][CH2:11][CH3:12])[CH3:2].[C:13]1(=[O:23])[O:18][C:16](=[O:17])[C@H:15]2[CH2:19][CH2:20][CH2:21][CH2:22][C@@H:14]12>>[CH2:11]([O:10][C:5]1[CH:6]=[C:7]([CH:8]=[CH:9][C:4]=1[O:3][CH2:1][CH3:2])[C:13]([C@H:14]1[CH2:22][CH2:21][CH2:20][CH2:19][C@H:15]1[C:16]([OH:18])=[O:17])=[O:23])[CH3:12].